Task: describe an organic reaction: reactants, conditions, products, and yield. Dataset: the Open Reaction Database (ORD), a public repository of structured organic reaction records Starting materials: CC(=O)Cl, ClCCl, O=C(O)c1ccc(O)c(F)c1, c1ccncc1. Product: CC(=O)Oc1ccc(C(=O)O)cc1F. Reaction SMILES: [CH3:12][C:13]([Cl:14])=[O:15].[Cl:22][CH2:23][Cl:24].[F:1][c:2]1[cH:3][c:4]([C:5](=[O:6])[OH:7])[cH:8][cH:9][c:10]1[OH:11].[cH:16]1[cH:17][cH:18][n:19][cH:20][cH:21]1>>[F:1][c:2]1[cH:3][c:4]([C:5](=[O:6])[OH:7])[cH:8][cH:9][c:10]1[O:11][C:13]([CH3:12])=[O:15]. The reactants are C[C@@H]1[C@H](C/C=C/C=C/C=C/[C@@H](CC(=O)NC2=C(C(=CC(=C2)O)CC/C=C(/[C@@H]1O)\C)O)OC)OC(=O)[C@@H](C)NC(=O)C3CCCCC3 (Mycotrienin II), FeCl3, [BH4-].[Na+] (NaBH4), crude material. Solvent: C(Cl)Cl.CO (CH2Cl2 methanol). The product is C[C@H]1[C@@H](C/C=C/C=C/C=C/[C@@H](CC(=O)NC2=CC(=O)C=C(C2=O)CC/C=C(/[C@H]1O)\C)OC)O (Mycotrienol I). The yield is 84.4%. Reaction SMILES: [CH3:1][C@H:2]1[C@@H:27]([OH:28])[C:26]([CH3:29])=[CH:25][CH2:24][CH2:23][C:18]2=[CH:19][C:20]([OH:22])=[CH:21][C:16](=[C:17]2[OH:30])[NH:15][C:13](=[O:14])[CH2:12][C@@H:11]([O:31][CH3:32])[CH:10]=[CH:9][CH:8]=[CH:7][CH:6]=[CH:5][CH2:4][C@@H:3]1[O:33]C([C@H](NC(C1CCCCC1)=O)C)=O.[BH4-].[Na+]>C(Cl)Cl.CO>[CH3:1][C@@H:2]1[C@H:27]([OH:28])[C:26]([CH3:29])=[CH:25][CH2:24][CH2:23][C:18]2[C:17](=[O:30])[C:16](=[CH:21][C:20]([CH:19]=2)=[O:22])[NH:15][C:13](=[O:14])[CH2:12][C@@H:11]([O:31][CH3:32])[CH:10]=[CH:9][CH:8]=[CH:7][CH:6]=[CH:5][CH2:4][C@H:3]1[OH:33] |f:1.2,3.4|. Procedure details: Mycotrienin II (1.00 g, 1.56 mmol) was reduced with NaBH4 as described by the literature method to afford 1.04 g of a crude material. The crude material was immediately oxidized with FeCl3 as described by the literature method to afford 600 mg of Mycotrienol I as a yellow solid after chromatography (25:1 CH2Cl2/methanol, Rf=0.44) in 87% combined yield. Reactants: CC(=O)O[BH-](OC(C)=O)OC(C)=O, COc1ccccc1C=O, CN(C)C=O, CN1CCNCC1C(c1ccccc1)c1ccccc1, Cl, Cl, [Na+]. The product is COc1ccccc1CN1CCN(C)C(C(c2ccccc2)c2ccccc2)C1. Reaction SMILES: [C:1]([O:2][BH-:3]([O:4][C:5](=[O:6])[CH3:7])[O:8][C:9](=[O:10])[CH3:11])(=[O:12])[CH3:13].[CH3:15][O:16][c:17]1[c:18]([CH:19]=[O:20])[cH:21][cH:22][cH:23][cH:24]1.[CH3:47][N:48]([CH3:49])[CH:50]=[O:51].[CH:27]([c:28]1[cH:29][cH:30][cH:31][cH:32][cH:33]1)([c:34]1[cH:35][cH:36][cH:37][cH:38][cH:39]1)[CH:40]1[N:41]([CH3:46])[CH2:42][CH2:43][NH:44][CH2:45]1.[ClH:25].[ClH:26].[Na+:14]>>[CH3:15][O:16][c:17]1[c:18]([CH2:19][N:44]2[CH2:43][CH2:42][N:41]([CH3:46])[CH:40]([CH:27]([c:28]3[cH:29][cH:30][cH:31][cH:32][cH:33]3)[c:34]3[cH:35][cH:36][cH:37][cH:38][cH:39]3)[CH2:45]2)[cH:21][cH:22][cH:23][cH:24]1. Reactants: COC(C(NC(=O)OCC1=CC=CC=C1)C1C(NC(C1)=O)=O)=O (benzyloxycarbonyl-2-(2,5-dioxopyrrolidin-3-yl)glycine methyl ester), COC1=C(CO)C=CC(=C1)OC (2,4-dimethoxybenzyl alcohol), C1(=CC=CC=C1)P(C1=CC=CC=C1)C1=CC=CC=C1 (triphenylphosphine), N(=NC(=O)OCC)C(=O)OCC (diethyl azodicarboxylate). The solvent is O1CCCC1 (tetrahydrofuran). Conditions: time 1 hour. The product is COC(C(NC(=O)OCC1=CC=CC=C1)C1C(N(C(C1)=O)CC1=C(C=C(C=C1)OC)OC)=O)=O (Benzyloxycarbonyl-2-[1-(2,4-dimethoxybenzyl)-2,5-dioxopyrrolidin-3-yl]glycine methyl ester). As a reaction SMILES: [CH3:1][O:2][C:3](=[O:23])[CH:4]([CH:16]1[CH2:20][C:19](=[O:21])[NH:18][C:17]1=[O:22])[NH:5][C:6]([O:8][CH2:9][C:10]1[CH:15]=[CH:14][CH:13]=[CH:12][CH:11]=1)=[O:7].[CH3:24][O:25][C:26]1[CH:33]=[C:32]([O:34][CH3:35])[CH:31]=[CH:30][C:27]=1[CH2:28]O.C1(P(C2C=CC=CC=2)C2C=CC=CC=2)C=CC=CC=1.N(C(OCC)=O)=NC(OCC)=O>O1CCCC1>[CH3:1][O:2][C:3](=[O:23])[CH:4]([CH:16]1[CH2:20][C:19](=[O:21])[N:18]([CH2:28][C:27]2[CH:30]=[CH:31][C:32]([O:34][CH3:35])=[CH:33][C:26]=2[O:25][CH3:24])[C:17]1=[O:22])[NH:5][C:6]([O:8][CH2:9][C:10]1[CH:15]=[CH:14][CH:13]=[CH:12][CH:11]=1)=[O:7]. Procedure: In 100 ml of tetrahydrofuran were dissolved 3.2 g of benzyloxycarbonyl-2-(2,5-dioxopyrrolidin-3-yl)glycine methyl ester, 1.8 g of 2,4-dimethoxybenzyl alcohol and 3.9 g of triphenylphosphine and under ice-cooling 2 ml of diethyl azodicarboxylate was added. The mixture was stirred at room temperature for one hour and concentrated under reduced pressure. The residue was dissolved in ethyl acetate, and the solution was washed with 5% sodium hydrogen carbonate and 10% phosphoric acid in that order an...